Dataset: the Open Reaction Database (ORD), a public repository of structured organic reaction records. Task: describe an organic reaction: reactants, conditions, products, and yield Starting materials: Cc1ccc(S(=O)(=O)OCCCCCC2Cc3cc(OCc4ccccc4)ccc3C3CCC4(C)C(=O)CCC4C23)cc1, FC(F)(F)C(F)(F)CCCSCC1CCCN1. Product: CC12CCC3c4ccc(OCc5ccccc5)cc4CC(CCCCCN4CCCC4CSCCCC(F)(F)C(F)(F)F)C3C1CCC2=O. As a reaction SMILES: [CH2:1]([c:2]1[cH:3][cH:4][cH:5][cH:6][cH:7]1)[O:8][c:9]1[cH:10][c:11]2[c:24]([cH:25][cH:26]1)[CH:23]1[CH:14]([CH:13]([CH2:28][CH2:29][CH2:30][CH2:31][CH2:32][O:33][S:34]([c:35]3[cH:36][cH:37][c:38]([CH3:39])[cH:40][cH:41]3)(=[O:42])=[O:43])[CH2:12]2)[CH:15]2[CH2:16][CH2:17][C:18](=[O:27])[C:19]2([CH3:20])[CH2:21][CH2:22]1.[F:44][C:45]([CH2:46][CH2:47][CH2:48][S:49][CH2:50][CH:51]1[NH:52][CH2:53][CH2:54][CH2:55]1)([C:56]([F:57])([F:58])[F:59])[F:60]>>[CH2:1]([c:2]1[cH:3][cH:4][cH:5][cH:6][cH:7]1)[O:8][c:9]1[cH:10][c:11]2[c:24]([cH:25][cH:26]1)[CH:23]1[CH:14]([CH:13]([CH2:28][CH2:29][CH2:30][CH2:31][CH2:32][N:52]3[CH:51]([CH2:50][S:49][CH2:48][CH2:47][CH2:46][C:45]([F:44])([C:56]([F:57])([F:58])[F:59])[F:60])[CH2:55][CH2:54][CH2:53]3)[CH2:12]2)[CH:15]2[CH2:16][CH2:17][C:18](=[O:27])[C:19]2([CH3:20])[CH2:21][CH2:22]1. Reaction SMILES: [CH2:1]([CH3:2])[O:3][CH:4]([C:5](=[O:6])[O:7][CH2:8][CH3:9])[CH2:10][c:11]1[cH:12][cH:13][c:14]([O:17][CH2:18][CH2:19][CH:20]2[c:21]3[cH:22][cH:23][cH:24][cH:25][c:26]3[O:27][c:28]3[cH:29][cH:30][cH:31][cH:32][c:33]32)[cH:15][cH:16]1.[CH3:36][CH2:37][OH:38].[Na+:35].[OH-:34]>>[CH2:1]([CH3:2])[O:3][CH:4]([C:5](=[O:6])[OH:7])[CH2:10][c:11]1[cH:12][cH:13][c:14]([O:17][CH2:18][CH2:19][CH:20]2[c:21]3[cH:22][cH:23][cH:24][cH:25][c:26]3[O:27][c:28]3[cH:29][cH:30][cH:31][cH:32][c:33]32)[cH:15][cH:16]1. Reactants: CCOC(=O)C(Cc1ccc(OCCC2c3ccccc3Oc3ccccc32)cc1)OCC, CCO, [Na+], [OH-]. The product is CCOC(Cc1ccc(OCCC2c3ccccc3Oc3ccccc32)cc1)C(=O)O. Starting materials: S(=S)(=O)([O-])[O-].[Na+].[Na+] (sodium thiosulfate), NaH2PO4.H2O, ClC1=CC(=CC=C1)C(=O)OO (meta-chloroperbenzoic acid), C(CCC)N1C(C(=CC=2CCCCC12)C=O)=O (1-butyl-2-oxo-1,2,5,6,7,8-hexahydroquinoline-3-carboaldehyde), [OH-].[Na+] (sodium hydroxide), Cl (hydrochloric acid). Run in C(Cl)Cl (methylene chloride). Conditions: time 30 minute. The product is C(CCC)N1C(C(=CC=2CCCCC12)O)=O (1-butyl-3-hydroxy-5,6,7,8-tetrahydro-1H-quinoline-2-one). Isolated yield 53.7%. Reaction SMILES: [CH2:1]([N:5]1[C:14]2[CH2:13][CH2:12][CH2:11][CH2:10][C:9]=2[CH:8]=[C:7](C=O)[C:6]1=[O:17])[CH2:2][CH2:3][CH3:4].ClC1C=CC=C(C(OO)=[O:26])C=1.S([O-])([O-])(=O)=S.[Na+].[Na+].[OH-].[Na+].Cl>C(Cl)Cl>[CH2:1]([N:5]1[C:14]2[CH2:13][CH2:12][CH2:11][CH2:10][C:9]=2[CH:8]=[C:7]([OH:26])[C:6]1=[O:17])[CH2:2][CH2:3][CH3:4] |f:2.3.4,5.6|. Procedure: 1-Butyl-2-oxo-1,2,5,6,7,8-hexahydroquinoline-3-carboaldehyde (1-015-04) (160 mg, 0.69 mmol) was dissolved in methylene chloride (10 mL), and to the reaction mixture were added NaH2PO4.H2O (190 mg, 1.38 mmol) and meta-chloroperbenzoic acid (237 mg, 1.38 mmol). The reaction mixture was stirred at room temperature for 30 min, and to the reaction mixture was added 5% aqueous sodium thiosulfate solution (20 mL). The reaction mixture was extracted with ethyl acetate (50 mL), washed with aqueous satura... Reactants: C(O)([O-])=O.[Na+] (sodium hydrogen carbonate), NCCNC(OC(C)(C)C)=O (tert-Butyl N-(2-aminoethyl)carbamate), C(C)(=O)O (acetic acid), C(C)(=O)O[BH-](OC(C)=O)OC(C)=O.[Na+] (sodium triacetoxyborohydride), ClC=1C=C(C=O)C=CC1Cl (3,4-dichlorobenzaldehyde). Solvent: C(Cl)(Cl)Cl (chloroform). Run at time 8 hour. The product is ClC=1C=C(CNCCNC(OC(C)(C)C)=O)C=CC1Cl (tert-butyl [2-(3,4-dichlorobenzylamino)ethyl]carbamate). The yield is 69.8%. As a reaction SMILES: [NH2:1][CH2:2][CH2:3][NH:4][C:5](=[O:11])[O:6][C:7]([CH3:10])([CH3:9])[CH3:8].C(O)(=O)C.C(O[BH-](OC(=O)C)OC(=O)C)(=O)C.[Na+].C(=O)([O-])O.[Na+].[Cl:35][C:36]1[CH:37]=[C:38]([CH:41]=[CH:42][C:43]=1[Cl:44])[CH:39]=O>C(Cl)(Cl)Cl>[Cl:35][C:36]1[CH:37]=[C:38]([CH:41]=[CH:42][C:43]=1[Cl:44])[CH2:39][NH:1][CH2:2][CH2:3][NH:4][C:5](=[O:11])[O:6][C:7]([CH3:8])([CH3:10])[CH3:9] |f:2.3,4.5|. Reported procedure: tert-Butyl N-(2-aminoethyl)carbamate (1.51 g) was dissolved in chloroform (20 ml) and 3,4-dichlorobenzaldehyde (1.65 g), acetic acid (0.54 ml) and sodium triacetoxyborohydride (2.6 g) were added at room temperature. The mixture was stirred overnight. Saturated aqueous sodium hydrogen carbonate solution was added to the obtained reaction mixture and the mixture was stirred and extracted three times with chloroform. The combined organic layer was washed with saturated brine and dried over sodium s... Starting materials: Cl.NC(C(=O)C1=CC=C(C=C1)F)C1=CC(=NC=C1)Cl (2-Amino-2-(2-chloropyridin-4-yl)-1-(4-fluorophenyl)ethanone hydrochloride), [S-]C#N.[K+] (Potassium thiocyanate). Run in CN(C)C=O (DMF), O (H2O), O (H2O). Yields the product ClC1=NC=CC(=C1)C=1NC(NC1C1=CC=C(C=C1)F)=S (4-(2-Chloropyridin-4-yl)-5-(4-fluorophenyl)-1,3-dihydroimidazole-2-thione). As a reaction SMILES: Cl.[NH2:2][CH:3]([C:13]1[CH:18]=[CH:17][N:16]=[C:15]([Cl:19])[CH:14]=1)[C:4]([C:6]1[CH:11]=[CH:10][C:9]([F:12])=[CH:8][CH:7]=1)=O.[S-:20][C:21]#[N:22].[K+]>CN(C=O)C.O>[Cl:19][C:15]1[CH:14]=[C:13]([C:3]2[NH:2][C:21](=[S:20])[NH:22][C:4]=2[C:6]2[CH:11]=[CH:10][C:9]([F:12])=[CH:8][CH:7]=2)[CH:18]=[CH:17][N:16]=1 |f:0.1,2.3|. Procedure details: With gentle heating, 23a (2.9 g; about 9.6 mmol) was dissolved in absolute DMF (75 ml). Potassium thiocyanate (1.9 g; 19.6 mmol) was introduced into the clear orange-red solution: immediate opalescence and a lighter color. The reaction mixture was stirred under reflux for 1.5 h. The suspension was cooled to room temperature and, with H2O cooling, diluted dropwise with H2O (about 140 ml). The yellow precipitate was filtered off, washed with H2O and dried under reduced pressure over CaCl2. The reactants are C(C)(C)(C)OC(=O)N1CCC(CC1)NCC1=CC(=CC=C1)C1=NC(=NC=C1)Cl (4-[3-(2-Chloro-pyrimidin-4-yl)-benzylamino]-piperidine-1-carboxylic acid tert-butyl ester), CS(=O)(=O)Cl (methanesulfonyl chloride), 481. Product: C(C)(C)(C)OC(=O)N1CCC(CC1)N(S(=O)(=O)C)CC1=CC(=CC=C1)C1=NC(=NC=C1)Cl (4-{[3-(2-Chloro-pyrimidin-4-yl)-benzyl]-methanesulfonyl-amino}-piperidine-1-carboxylic acid tert-butyl ester). As a reaction SMILES: [C:1]([O:5][C:6]([N:8]1[CH2:13][CH2:12][CH:11]([NH:14][CH2:15][C:16]2[CH:21]=[CH:20][CH:19]=[C:18]([C:22]3[CH:27]=[CH:26][N:25]=[C:24]([Cl:28])[N:23]=3)[CH:17]=2)[CH2:10][CH2:9]1)=[O:7])([CH3:4])([CH3:3])[CH3:2].[CH3:29][S:30](Cl)(=[O:32])=[O:31]>>[C:1]([O:5][C:6]([N:8]1[CH2:13][CH2:12][CH:11]([N:14]([CH2:15][C:16]2[CH:21]=[CH:20][CH:19]=[C:18]([C:22]3[CH:27]=[CH:26][N:25]=[C:24]([Cl:28])[N:23]=3)[CH:17]=2)[S:30]([CH3:29])(=[O:32])=[O:31])[CH2:10][CH2:9]1)=[O:7])([CH3:4])([CH3:2])[CH3:3]. Procedure: Intermediate 29 was coupled with methanesulfonyl chloride following procedure D. LC-MS showed the product had the expected M+H+ of 481. 1H NMR (Varian 300 MHz, CD3OD, shifts relative to the solvent peak at 3.3 ppm) δ 8.4 (s, 1H) 8.39 (d, 1H) 8.2 (d, 1H) 7.6 (d, 1H) 7.5 (s, 1H), 7.3 (m, 3H), 7.0 (d, 1H), 6.9 (d 1H), 6.8 (d, 2H), 6.5 (d, 2H), 4.6 (s, 2H), 3.6 (m, 4H), 2.8 (t, 2H), 1.2 (d, 3H). Reactants: COC1=CC=C(C(=O)NC)C=C1 (4-Methoxy-N-methyl-benzamide), COC1=CC=C(C(=O)NC)C=C1 (4-Methoxy-N-methyl-benzamide), C(C)(CC)[Li] (sec-butyllithium), C(C1=CC=CC=C1)=O (benzaldehyde), CCCCCC.C(C)(=O)OCC (hexane ethyl acetate). Solvent: C1CCOC1 (THF). Conditions: time 0.5 hour. Product: COC=1C=C2C(OC(C2=CC1)=O)C1=CC=CC=C1 (5-Methoxy-3-phenyl-3H-isobenzofuran-1-one). Isolated yield 55.1%. As a reaction SMILES: [CH3:1][O:2][C:3]1[CH:12]=[CH:11][C:6]([C:7](NC)=[O:8])=[CH:5][CH:4]=1.C([Li])(CC)C.[CH:18](=O)[C:19]1[CH:24]=[CH:23][CH:22]=[CH:21][CH:20]=1.CCCCCC.C(OCC)(=[O:34])C>C1COCC1>[CH3:1][O:2][C:3]1[CH:12]=[C:11]2[C:6](=[CH:5][CH:4]=1)[C:7](=[O:34])[O:8][CH:18]2[C:19]1[CH:24]=[CH:23][CH:22]=[CH:21][CH:20]=1 |f:3.4|. Reported procedure: A solution of 8 (15 g, 91 mmol) in THF was cooled to −70° C. under Argon. To this was added sec-butyllithium (147 mL, 1.3M). After stirring 0.5 h a tan suspension resulted. Added benzaldehyde (9.2 mL, 91 mmol.) and stirred 1 h. Quenched with ice then removed THF in vacuo. Added sat. sodium bicarbonate and extracted with ethyl acetate (4×). Dried the combined organic portions with sodium sulfate (anh.) and removed the solvent in vacuo. Added toluene and heated to reflux for 18 h. Removal of the s...